This data is from the Open Reaction Database (ORD), a public repository of structured organic reaction records. The task is: describe an organic reaction: reactants, conditions, products, and yield Reactants: ClC1=CC=C(C=N1)OC1CCN(CC1)C(=O)OC(C)(C)C (tert-Butyl 4-((6-chloropyridin-3-yl)oxy)piperidine-1-carboxylate), N1C=CC2=CC(=CC=C12)C#N (1H-indole-5-carbonitrile). Yields the product C(C)(C)(C)OC(=O)N1CCC(CC1)OC=1C=NC(=CC1)N1C=CC2=CC(=CC=C12)C#N (tert-Butyl-4-((6-(5-cyano-1H-indol-1-yl)pyridin-3-yl)oxy)piperidine-1-carboxylate). Reaction SMILES: Cl[C:2]1[N:7]=[CH:6][C:5]([O:8][CH:9]2[CH2:14][CH2:13][N:12]([C:15]([O:17][C:18]([CH3:21])([CH3:20])[CH3:19])=[O:16])[CH2:11][CH2:10]2)=[CH:4][CH:3]=1.[NH:22]1[C:30]2[C:25](=[CH:26][C:27]([C:31]#[N:32])=[CH:28][CH:29]=2)[CH:24]=[CH:23]1>>[C:18]([O:17][C:15]([N:12]1[CH2:13][CH2:14][CH:9]([O:8][C:5]2[CH:6]=[N:7][C:2]([N:22]3[C:30]4[C:25](=[CH:26][C:27]([C:31]#[N:32])=[CH:28][CH:29]=4)[CH:24]=[CH:23]3)=[CH:3][CH:4]=2)[CH2:10][CH2:11]1)=[O:16])([CH3:21])([CH3:20])[CH3:19]. Procedure: The title compound was prepared by following the similar procedure as described in Example-1 by using tert-Butyl 4-((6-chloropyridin-3-yl)oxy)piperidine-1-carboxylate (intermediate-6) and 1H-indole-5-carbonitrile